Dataset: the Open Reaction Database (ORD), a public repository of structured organic reaction records. Task: describe an organic reaction: reactants, conditions, products, and yield The reactants are [H][H] (hydrogen), [H][H] (hydrogen), C(C)OC(=O)N1C(CC(CC1)=O)C1=C(C=C(C=C1)C(CCCCCC)(C)C)OCC1=CC=CC=C1 (N-ethoxycarbonyl-2-[2-benzyloxy-4-(1,1-dimethylheptyl)phenyl]-4-piperidinone). The reagents and catalysts are [Pd] (palladium on carbon). The solvent is C(C)O (ethanol). The product is C(C)OC(=O)N1C(CC(CC1)=O)C1=C(C=C(C=C1)C(CCCCCC)(C)C)O (N-Ethoxycarbonyl-2-[4-(1,1-dimethylheptyl)-2-hydroxyphenyl]-4-piperidinone). The yield is 58.0%. RXN SMILES: [CH2:1]([O:3][C:4]([N:6]1[CH2:11][CH2:10][C:9](=[O:12])[CH2:8][CH:7]1[C:13]1[CH:18]=[CH:17][C:16]([C:19]([CH3:27])([CH3:26])[CH2:20][CH2:21][CH2:22][CH2:23][CH2:24][CH3:25])=[CH:15][C:14]=1[O:28]CC1C=CC=CC=1)=[O:5])[CH3:2].[H][H]>[Pd].C(O)C>[CH2:1]([O:3][C:4]([N:6]1[CH2:11][CH2:10][C:9](=[O:12])[CH2:8][CH:7]1[C:13]1[CH:18]=[CH:17][C:16]([C:19]([CH3:26])([CH3:27])[CH2:20][CH2:21][CH2:22][CH2:23][CH2:24][CH3:25])=[CH:15][C:14]=1[OH:28])=[O:5])[CH3:2]. Procedure: A mixture of 369 mg (0.77 mmole) of N-ethoxycarbonyl-2-[2-benzyloxy-4-(1,1-dimethylheptyl)phenyl]-4-piperidinone and 414 mg of 5% palladium on carbon (50% wet) in 5 ml ethanol was stirred under 1 atmosphere of hydrogen at 25° C. until the hydrogen uptake is complete (approximately 3 hours). The reaction is filtered through a filter aid, washing with ethanol and the filtrate evaporated in vacuo. The residual crude oil is purified via column chromatography on 22 g of silica gel eluting in 4 ml fra...